From a dataset of the Open Reaction Database (ORD), a public repository of structured organic reaction records. describe an organic reaction: reactants, conditions, products, and yield Starting materials: NC(CCC(=O)O)C1=CC(=CC=C1)[N+](=O)[O-] (4-Amino-4-(3-nitro-phenyl)-butyric acid), S(=O)(Cl)Cl (thionyl chloride), CO (methanol). Procedure details: 680 mg (2.49 mmol) 4-Amino-4-(3-nitro-phenyl)-butyric acid were suspended in 5 ml methanol and 635 μl (8.75 mmol) thionyl chloride were added. The mixture was stirred at room temperature overnight. The reaction mixture was evaporated to dryness, methanol was added and again evaporated to dryness. Reaction conditions: time 8 hour. RXN SMILES: [NH2:1][CH:2]([C:8]1[CH:13]=[CH:12][CH:11]=[C:10]([N+:14]([O-:16])=[O:15])[CH:9]=1)[CH2:3][CH2:4][C:5]([OH:7])=[O:6].S(Cl)(Cl)=O.[CH3:21]O>>[CH3:21][O:6][C:5](=[O:7])[CH2:4][CH2:3][CH:2]([NH2:1])[C:8]1[CH:13]=[CH:12][CH:11]=[C:10]([N+:14]([O-:16])=[O:15])[CH:9]=1. Yields the product COC(CCC(C1=CC(=CC=C1)[N+](=O)[O-])N)=O (4-Amino-4-(3-nitro-phenyl)-butyric acid methyl ester). Solvent: CC(=O)CC (ethyl methyl ketone). As a reaction SMILES: [OH:1][C:2]1[C:7]2=[N:8][C:9]([CH3:13])=[CH:10][C:11](=[O:12])[N:6]2[CH:5]=[CH:4][CH:3]=1.C(=O)([O-])[O-].[K+].[K+].[CH2:20](Br)[CH:21]=[CH2:22].O>CC(CC)=O>[CH2:22]([O:1][C:2]1[C:7]2=[N:8][C:9]([CH3:13])=[CH:10][C:11](=[O:12])[N:6]2[CH:5]=[CH:4][CH:3]=1)[CH:21]=[CH2:20] |f:1.2.3|. The reactants are OC1=CC=CN2C1=NC(=CC2=O)C (9-hydroxy-2-methyl-4H-pyrido[1,2-a]-pyrimidin-4-one), C([O-])([O-])=O.[K+].[K+] (potassium carbonate), C(C=C)Br (allyl bromide), O (water). The product is C(C=C)OC1=CC=CN2C1=NC(=CC2=O)C (9-[ (allyl)oxy]-2-methyl-4H-pyrido[1,2-a]-pyrimidin-4-one). Procedure details: To 3.52 g of 9-hydroxy-2-methyl-4H-pyrido[1,2-a]-pyrimidin-4-one in 100 ml of pure ethyl methyl ketone is added 3.31 g of micronized anhydrous potassium carbonate and 2.90 g of allyl bromide. The mixture is stirred and heated under reflux for about 6 hours and then cooled. To the mixture is added 20 ml of water and the whole stirred vigorously, filtered with suction, the water layer separated, the organic layer washed with saturated aqueous sodium chloride, dried, and concentrated. The residue i... The product is C(C)OC(=O)C1=CN(C=2CCCC(C2C1)=O)C1=CC(=CC=C1)Br (3-bromophenyl-1,4,5,6,7,8-hexahydro-5-oxoquinoline-3-carboxylic acid ethyl ester). As a reaction SMILES: [Br:1][C:2]1[CH:3]=[C:4]([CH:7]=[CH:8][CH:9]=1)C=O.[C:10]1(=[O:17])[CH2:15][CH2:14][CH2:13][C:12](=O)[CH2:11]1.[CH2:18]([O:20][C:21](=[O:26])[CH2:22][C:23](=[NH:25])N)[CH3:19].[CH2:27](O)C>>[CH2:18]([O:20][C:21]([C:22]1[CH2:27][C:11]2[C:10](=[O:17])[CH2:15][CH2:14][CH2:13][C:12]=2[N:25]([C:4]2[CH:7]=[CH:8][CH:9]=[C:2]([Br:1])[CH:3]=2)[CH:23]=1)=[O:26])[CH3:19]. Yield: 44.0%. The reactants are BrC=1C=C(C=O)C=CC1 (3-bromobenzaldehyde), C1(CC(CCC1)=O)=O (cyclohexane-1,3-dione), C(C)OC(CC(N)=N)=O (amidinoacetic acid ethyl ester), C(C)O (ethanol), C(C)O (ethanol). Procedure: Upon heating a solution of 9.3 g of 3-bromobenzaldehyde, 5.6 g of cyclohexane-1,3-dione and 6.5 g of amidinoacetic acid ethyl ester in 100 ml of ethanol for 8 hours, 2-amino-4-(3-bromophenyl-1,4,5,6,7,8-hexahydro-5-oxoquinoline-3-carboxylic acid ethyl ester of melting point 255° C. (ethanol) is obtained. Yield: 44% of theory. Reactants: [N+](=O)([O-])C1=NNC=C1 (3-nitro-1H-pyrazole), C([O-])([O-])=O.[K+].[K+] (potassium carbonate), C1[C@@H](O1)CO ((S)-(−)-glycidol). Run in CN(C=O)C (N,N-dimethylformamide). Reaction conditions: temperature 100 celsius. Product: [N+](=O)([O-])C1=NN(C=C1)C[C@H](CO)O ((R)-3-(3-nitro-pyrazol-1-yl)-propane-1,2-diol). The yield is 63.8%. Reaction SMILES: [N+:1]([C:4]1[CH:8]=[CH:7][NH:6][N:5]=1)([O-:3])=[O:2].C(=O)([O-])[O-].[K+].[K+].[CH2:15]1[O:17][C@H:16]1[CH2:18][OH:19]>CN(C)C=O>[N+:1]([C:4]1[CH:8]=[CH:7][N:6]([CH2:15][C@@H:16]([OH:17])[CH2:18][OH:19])[N:5]=1)([O-:3])=[O:2] |f:1.2.3|. Reported procedure: A solution of 3-nitro-1H-pyrazole (prepared as in Example 5, 3.00 g, 26.55 mmol) in N,N-dimethylformamide (15 mL) was treated with solid potassium carbonate (5.50 g, 39.82 mmol) and (S)-(−)-glycidol (3.93 g, 53.10 mmol) and placed in a sealed tube and heated at 100° C. for 1 h in an oil bath. After this time the N,N-dimethylformamide was removed in vacuo. Purification by ISCO flash chromatography (Teledyne Isco RediSep Flash Column 12 g; 0% to 10% methanol/dichloromethane) afforded (R)-3-(3-nitr... The reactants are SC=1NC2=C(N1)C=CC=C2 (2-mercaptobenzimidazole), BrCCCCC(=O)O (5-bromovaleric acid), C(C)O (ethanol), [OH-].[Na+] (sodium hydroxide). The product is N1=C(NC2=C1C=CC=C2)SC(CCC(=O)OCC)C (ethyl 4-(2-benzimidazolylthio)valerate). The yield is 83.0%. RXN SMILES: [SH:1][C:2]1[NH:3][C:4]2[CH:10]=[CH:9][CH:8]=[CH:7][C:5]=2[N:6]=1.Br[CH2:12][CH2:13][CH2:14][CH2:15][C:16]([OH:18])=[O:17].[OH-].[Na+].[CH2:21](O)[CH3:22]>>[N:3]1[C:4]2[CH:10]=[CH:9][CH:8]=[CH:7][C:5]=2[NH:6][C:2]=1[S:1][CH:13]([CH3:12])[CH2:14][CH2:15][C:16]([O:18][CH2:21][CH3:22])=[O:17] |f:2.3|. Procedure: 11 g of 2-mercaptobenzimidazole and 14.6 g of 5-bromovaleric acid were dissolved in 50 ml of ethanol and the mixture was refluxed under heating for 24 hours. After cooling, the mixture was added with wafer and adjusted to pH 8 with aqueous sodium hydroxide. The deposited crystals were collected by filtration and washed with water-containing methanol to obtain 16.9 g of the title compound (yield: 83%). Starting materials: O=P(Cl)(Cl)Cl (POCl3), BrC=1C=C2C(NC(=NC2=CC1)C1=C(C=CC=C1)OC)=O (6-Bromo-2-(2-methoxyphenyl)quinazolin-4(3H)-one), O=P(Cl)(Cl)Cl (POCl3), CN(C1=CC=CC=C1)C (N,N-dimethylaniline), C(=O)(O)[O-].[Na+] (NaHCO3). Solvent: CCOC(=O)C (EtOAc), O (water), C1(=CC=CC=C1)C (toluene). The product is BrC=1C=C2C(=NC(=NC2=CC1)C1=C(C=CC=C1)OC)Cl (6-bromo-4-chloro-2-(2-methoxyphenyl)quinazoline). The yield is 43.8%. RXN SMILES: [Br:1][C:2]1[CH:3]=[C:4]2[C:9](=[CH:10][CH:11]=1)[N:8]=[C:7]([C:12]1[CH:17]=[CH:16][CH:15]=[CH:14][C:13]=1[O:18][CH3:19])[NH:6][C:5]2=O.O=P(Cl)(Cl)[Cl:23].CN(C)C1C=CC=CC=1.C([O-])(O)=O.[Na+]>C1(C)C=CC=CC=1.CCOC(C)=O.O>[Br:1][C:2]1[CH:3]=[C:4]2[C:9](=[CH:10][CH:11]=1)[N:8]=[C:7]([C:12]1[CH:17]=[CH:16][CH:15]=[CH:14][C:13]=1[O:18][CH3:19])[N:6]=[C:5]2[Cl:23] |f:3.4|. Procedure details: 6-Bromo-2-(2-methoxyphenyl)quinazolin-4(3H)-one (0.31 g, 0.94 mmol), POCl3 (86 μL, 0.94 mmol), and N,N-dimethylaniline (180 μL, 1.4 mmol) were refluxed in dry toluene for 3 h. Additional POCl3 (0.94 mmol) was added, and the reaction was refluxed for one additional hour. The reaction mixture was diluted with EtOAc and water. The aqueous layer was made basic with NaHCO3, and the layers were separated. After the organic phase was washed with water, dried over Na2SO4 and concentrated, purification v... Procedure details: To a solution of tert-butyl (4,6-dimethyl-5-((1-((7-methylquinolin-3-yl)methyl)-1H-1,2,3-triazole-4-carboxamido)methyl)pyridin-2-yl)carbamate (70 mg, 0.140 mmol) in DCM (1 ml) was added TFA (0.215 ml, 2.79 mmol). Reaction mixture was stirred over a weekend at 23° C. Reaction mixture was evaporated to afford a crude product, which was purified by preparative HPLC (Sunfire C18-ODB, 5 μm, 100×30 mm, elution with A=water+0.1% HCOOH and B=ACN+0.1% HCOOH, gradient from 10% to 100% B in 25 min, flow: 4... Reactants: CC1=CC(=NC(=C1CNC(=O)C=1N=NN(C1)CC=1C=NC2=CC(=CC=C2C1)C)C)NC(OC(C)(C)C)=O (tert-butyl (4,6-dimethyl-5-((1-((7-methylquinolin-3-yl)methyl)-1H-1,2,3-triazole-4-carboxamido)methyl)pyridin-2-yl)carbamate), C(=O)(C(F)(F)F)O (TFA). Conditions: temperature 23 celsius. The product is NC1=CC(=C(C(=N1)C)CNC(=O)C=1N=NN(C1)CC=1C=NC2=CC(=CC=C2C1)C)C (N-((6-amino-2,4-dimethylpyridin-3-yl)methyl)-1-((7-methylquinolin-3-yl)methyl)-1H-1,2,3-triazole-4-carboxamide). Run in CO (methanol), C(Cl)Cl (DCM). RXN SMILES: [CH3:1][C:2]1[C:7]([CH2:8][NH:9][C:10]([C:12]2[N:13]=[N:14][N:15]([CH2:17][C:18]3[CH:19]=[N:20][C:21]4[C:26]([CH:27]=3)=[CH:25][CH:24]=[C:23]([CH3:28])[CH:22]=4)[CH:16]=2)=[O:11])=[C:6]([CH3:29])[N:5]=[C:4]([NH:30]C(=O)OC(C)(C)C)[CH:3]=1.C(O)(C(F)(F)F)=O>C(Cl)Cl.CO>[NH2:30][C:4]1[N:5]=[C:6]([CH3:29])[C:7]([CH2:8][NH:9][C:10]([C:12]2[N:13]=[N:14][N:15]([CH2:17][C:18]3[CH:19]=[N:20][C:21]4[C:26]([CH:27]=3)=[CH:25][CH:24]=[C:23]([CH3:28])[CH:22]=4)[CH:16]=2)=[O:11])=[C:2]([CH3:1])[CH:3]=1. Starting materials: COCCOC, CO, O=C(Cl)c1cn(-c2ccc3ncccc3c2)c2ccccc12, Cl, Cl, Cl, N=C(N)N, [Na], O. Yields the product Cl, N=C(N)NC(=O)c1cn(-c2ccc3ncccc3c2)c2ccccc12. Reaction SMILES: [CH3:31][O:32][CH2:33][CH2:34][O:35][CH3:36].[CH3:38][OH:39].[Cl:8][C:9](=[O:10])[c:11]1[cH:12][n:13](-[c:20]2[cH:21][c:22]3[cH:23][cH:24][cH:25][n:26][c:27]3[cH:28][cH:29]2)[c:14]2[cH:15][cH:16][cH:17][cH:18][c:19]12.[ClH:2].[ClH:30].[ClH:7].[NH2:3][C:4](=[NH:5])[NH2:6].[Na:1].[OH2:37]>>[ClH:8].[NH:3]=[C:4]([NH:5][C:9](=[O:10])[c:11]1[cH:12][n:13](-[c:20]2[cH:21][c:22]3[cH:23][cH:24][cH:25][n:26][c:27]3[cH:28][cH:29]2)[c:14]2[cH:15][cH:16][cH:17][cH:18][c:19]12)[NH2:6]. Starting materials: N(C(=O)C)C1=CC=C(OC(C(=O)O)(C)C)C=C1 (2-(4-acetaminophenoxy)-2-methyl propionic acid), C(C)(=O)O (acetic acid). Run in [OH-].[K+] (KOH). Product: NC1=CC=C(OC(C(=O)O)(C)C)C=C1 (2-(4-aminophenoxy)-2-methyl propionic acid). Isolated yield 61.5%. Reaction SMILES: [NH:1]([C:5]1[CH:17]=[CH:16][C:8]([O:9][C:10]([CH3:15])([CH3:14])[C:11]([OH:13])=[O:12])=[CH:7][CH:6]=1)C(C)=O.C(O)(=O)C>[OH-].[K+]>[NH2:1][C:5]1[CH:6]=[CH:7][C:8]([O:9][C:10]([CH3:15])([CH3:14])[C:11]([OH:13])=[O:12])=[CH:16][CH:17]=1 |f:2.3|. Procedure details: 1.18 g (0.005 mol) of the 2-(4-acetaminophenoxy)-2-methyl propionic acid is boiled in 10% KOH (60 ml) for 1/2 hour. The solution is then cooled and acidified with acetic acid to yield 0.6 g (62% yield) of 2-(4-aminophenoxy)-2-methyl propionic acid as a yellowish white powder, mp 214°-16° C.